This data is from the Open Reaction Database (ORD), a public repository of structured organic reaction records. The task is: describe an organic reaction: reactants, conditions, products, and yield The reactants are BrCC1=C(NC(N1)=O)C(C1=CC=C(C=C1)OC)=O (5-(Bromomethyl)-1,3-dihydro-4-(4-methoxybenzoyl)-2H-imidazol-2-one), C(C)(=O)O (acetic acid). The reagents and catalysts are [Ag]Br (silver bromide), C(C)(=O)[O-].[Ag+] (silver acetate). Reaction conditions: temperature 25 celsius, time 16 hour. Product: C(C)(=O)OCC=1NC(NC1C(C1=CC=C(C=C1)OC)=O)=O (4-[(acetyloxy)methyl]-1,3-dihydro-5-(4-methoxybenzoyl)-2H-imidazol-2-one). RXN SMILES: Br[CH2:2][C:3]1[NH:7][C:6](=[O:8])[NH:5][C:4]=1[C:9](=[O:18])[C:10]1[CH:15]=[CH:14][C:13]([O:16][CH3:17])=[CH:12][CH:11]=1.[C:19]([OH:22])(=[O:21])[CH3:20]>C([O-])(=O)C.[Ag+].[Ag]Br>[C:19]([O:22][CH2:2][C:3]1[NH:7][C:6](=[O:8])[NH:5][C:4]=1[C:9](=[O:18])[C:10]1[CH:15]=[CH:14][C:13]([O:16][CH3:17])=[CH:12][CH:11]=1)(=[O:21])[CH3:20] |f:2.3|. Reported procedure: 5-(Bromomethyl)-1,3-dihydro-4-(4-methoxybenzoyl)-2H-imidazol-2-one (3.1 g) is dissolved in 80 ml of acetic acid by warming on a steam bath. The solution obtained is allowed to cool to about 25°-45° C. and 1.7 g of silver acetate is added. The mixture is stirred at 25° C. for 16 hours and the precipitate which forms (silver bromide) is removed by filtration. The filtrate is concentrated to about 10 ml and a solid crystallizes. This is separated by filtration and recrystallized from acetic acid to... As a reaction SMILES: [Br:1][c:2]1[cH:3][c:4]([C:5](=[O:6])[c:7]2[cH:8][cH:9][cH:10][cH:11][cH:12]2)[cH:13][cH:14][cH:15]1.[CH3:16][c:17]1[cH:18][cH:19][cH:20][cH:21][cH:22]1.[O:23]1[CH2:24][CH2:25][CH2:26][CH2:27]1>>[Br:1][c:2]1[cH:3][c:4]([C:5]([c:7]2[cH:8][cH:9][cH:10][cH:11][cH:12]2)=[CH2:16])[cH:13][cH:14][cH:15]1. Starting materials: O=C(c1ccccc1)c1cccc(Br)c1, Cc1ccccc1, C1CCOC1. Yields the product C=C(c1ccccc1)c1cccc(Br)c1. Starting materials: C(O[C@@H]1[C@H](O[C@H](C1)N1C(N=C2C(=C1)C=C(O2)C2=CC=C(C=C2)CCCCC)=O)CO[Si](C)(C)C(C)(C)C)(OCC2=CC=CC=C2)=O ((2R,3S,5R)-5-(2-oxo-6-(4-pentylphenyl)furo[2,3-d]pyrimidin-3(2H)-yl)-2-((tert-butyldimethylsilyloxy)methyl)-tetrahydrofuran-3-yl benzyl carbonate), CCOC(=O)C (EtOAc), Cl (HCl). The solvent is CCO (EtOH). Run at time 0.5 hour. Yields the product C(O[C@@H]1[C@H](O[C@H](C1)N1C(N=C2C(=C1)C=C(O2)C2=CC=C(C=C2)CCCCC)=O)CO)(OCC2=CC=CC=C2)=O ((2R,3S,5R)-5-(2-Oxo-6-(4-pentylphenyl)furo[2,3-d]pyrimidin-3(2H)-yl)-2-(hydroxymethyl)tetrahydrofuran-3-yl Benzyl Carbonate). Reaction SMILES: [C:1](=[O:46])([O:38][CH2:39][C:40]1[CH:45]=[CH:44][CH:43]=[CH:42][CH:41]=1)[O:2][C@H:3]1[CH2:7][C@H:6]([N:8]2[CH:13]=[C:12]3[CH:14]=[C:15]([C:17]4[CH:22]=[CH:21][C:20]([CH2:23][CH2:24][CH2:25][CH2:26][CH3:27])=[CH:19][CH:18]=4)[O:16][C:11]3=[N:10][C:9]2=[O:28])[O:5][C@@H:4]1[CH2:29][O:30][Si](C(C)(C)C)(C)C.CCOC(C)=O.Cl>CCO>[C:1](=[O:46])([O:38][CH2:39][C:40]1[CH:41]=[CH:42][CH:43]=[CH:44][CH:45]=1)[O:2][C@H:3]1[CH2:7][C@H:6]([N:8]2[CH:13]=[C:12]3[CH:14]=[C:15]([C:17]4[CH:18]=[CH:19][C:20]([CH2:23][CH2:24][CH2:25][CH2:26][CH3:27])=[CH:21][CH:22]=4)[O:16][C:11]3=[N:10][C:9]2=[O:28])[O:5][C@@H:4]1[CH2:29][OH:30]. Procedure details: To a 10 mL flask was added 20 mg (0.2 mmol) of (2R,3S,5R)-5-(2-oxo-6-(4-pentylphenyl)furo[2,3-d]pyrimidin-3(2H)-yl)-2-((tert-butyldimethylsilyloxy)methyl)-tetrahydrofuran-3-yl benzyl carbonate, 2 mL of EtOAc, 2 mL of EtOH and 0.5 mL of 37% aqueous HCl. The mixture was stirred at rt for 0.5 h. The reactants are C1(=CC=CC=C1)C1CCC(CC1)=O (4-phenylcyclohexanone), C(C)(=O)OC(C)=O (acetic anhydride). Run in C(C)(=O)[O-].[NH4+] (ammonium acetate). Run at time 4 hour. Product: C(C)(=O)C1C(CCC(C1)C1=CC=CC=C1)=O (2-acetyl-4-phenylcyclohexanone). Yield: 71.3%. As a reaction SMILES: [C:1]1([CH:7]2[CH2:12][CH2:11][C:10](=[O:13])[CH2:9][CH2:8]2)[CH:6]=[CH:5][CH:4]=[CH:3][CH:2]=1.[C:14](OC(=O)C)(=[O:16])[CH3:15]>C([O-])(=O)C.[NH4+]>[C:14]([CH:9]1[CH2:8][CH:7]([C:1]2[CH:6]=[CH:5][CH:4]=[CH:3][CH:2]=2)[CH2:12][CH2:11][C:10]1=[O:13])(=[O:16])[CH3:15] |f:2.3|. Procedure details: 40% Boron trifluoride-acetic acid complex, 5.5 g, was ice-cooled and a mixture of 2 g of 4-phenylcyclohexanone and 2.35 g of acetic anhydride was dropwise added to the complex. After stirring for 30 minutes under ice cooling and at room temperature for 4 hours, 10 ml of saturated ammonium acetate aqueous solution was added to the mixture followed by stirring at 80° C for 1.5 hours. The reaction mixture was extracted with ether and the extract was purified to obtain 1.77 g of 2-acetyl-4-phenylcyc... Reactants: FC1=CC=C(C=C1)C1(C=CC(CC1)=O)C1=CC=C(C=C1)F (4,4-bis(4-fluorophenyl)cyclohex-2-enone), [N+](=[N-])=CC(=O)OCC (ethyl diazoacetate), C(C)(C)[N-]C(C)C.[Li+] (lithium diisopropylamide), C(CCC)[Li] (n-butyllithium), C(C)(C)NC(C)C (diisopropylamine). Solvent: O1CCCC1 (tetrahydrofuran), C(C)(=O)OCC (ethyl acetate), C(C)(=O)O (acetic acid), O1CCCC1 (tetrahydrofuran). Conditions: temperature -70 celsius, time 3 hour. The product is FC1=CC=C(C=C1)C1(C=CC=2C(=NNC2C1)C(=O)OCC)C1=CC=C(C=C1)F (ethyl 6,6-bis(4-fluorophenyl)-6,7-dihydro-1H-indazole-3-carboxylate). As a reaction SMILES: [N+:1](=[CH:3][C:4]([O:6][CH2:7][CH3:8])=[O:5])=[N-:2].[F:9][C:10]1[CH:15]=[CH:14][C:13]([C:16]2([C:23]3[CH:28]=[CH:27][C:26]([F:29])=[CH:25][CH:24]=3)[CH2:21][CH2:20][C:19](=O)[CH:18]=[CH:17]2)=[CH:12][CH:11]=1.C([N-]C(C)C)(C)C.[Li+].C([Li])CCC.C(NC(C)C)(C)C>O1CCCC1.C(OCC)(=O)C.C(O)(=O)C>[F:9][C:10]1[CH:11]=[CH:12][C:13]([C:16]2([C:23]3[CH:24]=[CH:25][C:26]([F:29])=[CH:27][CH:28]=3)[CH2:17][C:18]3[NH:2][N:1]=[C:3]([C:4]([O:6][CH2:7][CH3:8])=[O:5])[C:19]=3[CH:20]=[CH:21]2)=[CH:14][CH:15]=1 |f:2.3|. Procedure: 1.4 cm3 of ethyl diazoacetate are added dropwise to a solution, cooled to −70° C., of 3 g of 4,4-bis(4-fluorophenyl)cyclohex-2-enone in 75 cm3 of tetrahydrofuran, followed by slow addition of 37.9 cm3 of lithium diisopropylamide solution prepared from 10.5 cm3 of 1.6 M n-butyllithium and 2.4 cm3 of diisopropylamine in solution in 25 cm3 of tetrahydrofuran. After stirring the reaction mixture at a temperature in the region of −70° C. for 3 hours, 1.9 cm3 of glacial acetic acid are added and the t... The reactants are CC(C)C=O, CC=O, NC(Cc1ccccc1)C(=O)O. Product: CC(C)CNC(Cc1ccccc1)C(=O)O. RXN SMILES: [CH:13]([CH:14]([CH3:15])[CH3:16])=[O:17].[CH:18](=[O:19])[CH3:20].[NH2:1][CH:2]([CH2:3][c:4]1[cH:5][cH:6][cH:7][cH:8][cH:9]1)[C:10]([OH:11])=[O:12]>>[NH:1]([CH:2]([CH2:3][c:4]1[cH:5][cH:6][cH:7][cH:8][cH:9]1)[C:10]([OH:11])=[O:12])[CH2:13][CH:14]([CH3:15])[CH3:16]. Reactants: CC(C)(C)OCC(N)C(=O)OC(C)(C)C, CCN(C(C)C)C(C)C, O=C(O)c1nc(Cl)c2ccccc2c1O, ClCCl, Cl. The product is CC(C)(C)OCC(NC(=O)c1nc(Cl)c2ccccc2c1O)C(=O)OC(C)(C)C. As a reaction SMILES: [C:17]([CH3:18])([CH3:19])([CH3:20])[O:21][C:22]([CH:23]([CH2:24][O:25][C:26]([CH3:27])([CH3:28])[CH3:29])[NH2:30])=[O:31].[CH2:32]([N:33]([CH:34]([CH3:35])[CH3:36])[CH:37]([CH3:38])[CH3:39])[CH3:40].[Cl:1][c:2]1[n:3][c:4]([C:13](=[O:14])[OH:15])[c:5]([OH:12])[c:6]2[cH:7][cH:8][cH:9][cH:10][c:11]12.[Cl:41][CH2:42][Cl:43].[ClH:16]>>[Cl:1][c:2]1[n:3][c:4]([C:13](=[O:15])[NH:30][CH:23]([C:22]([O:21][C:17]([CH3:18])([CH3:19])[CH3:20])=[O:31])[CH2:24][O:25][C:26]([CH3:27])([CH3:28])[CH3:29])[c:5]([OH:12])[c:6]2[cH:7][cH:8][cH:9][cH:10][c:11]12. The reactants are C1COCCO1, CCOC(=O)C(C)c1ccc(C(O)C2CCCS2(=O)=O)cc1, O=S(Cl)Cl. The product is CCOC(=O)C(C)c1ccc(C(Cl)C2CCCS2(=O)=O)cc1. As a reaction SMILES: [CH2:27]1[O:28][CH2:29][CH2:30][O:31][CH2:32]1.[O:1]=[S:2]1(=[O:22])[CH:3]([CH:7]([c:8]2[cH:9][cH:10][c:11]([CH:14]([C:15](=[O:16])[O:17][CH2:18][CH3:19])[CH3:20])[cH:12][cH:13]2)[OH:21])[CH2:4][CH2:5][CH2:6]1.[S:23]([Cl:24])([Cl:25])=[O:26]>>[O:1]=[S:2]1(=[O:22])[CH:3]([CH:7]([c:8]2[cH:9][cH:10][c:11]([CH:14]([C:15](=[O:16])[O:17][CH2:18][CH3:19])[CH3:20])[cH:12][cH:13]2)[Cl:25])[CH2:4][CH2:5][CH2:6]1.